Dataset: the Open Reaction Database (ORD), a public repository of structured organic reaction records. Task: describe an organic reaction: reactants, conditions, products, and yield The reactants are COC1=CC(=C(CO)C=C1OC)[N+](=O)[O-] (4,5-dimethoxy-2-nitrobenzyl alcohol), C(Br)(Br)(Br)Br (carbon tetrabromide), C1(=CC=CC=C1)P(C1=CC=CC=C1)C1=CC=CC=C1 (triphenylphosphine), COC1=CC(=C(CBr)C=C1OC)[N+](=O)[O-] (4,5-dimethoxy-2-nitrobenzyl bromide), [I-].[Na+] (sodium iodide). Product: COC1=CC(=C(CI)C=C1OC)[N+](=O)[O-] (4,5-dimethoxy-2-nitrobenzyl iodide). As a reaction SMILES: [CH3:1][O:2][C:3]1[C:10]([O:11][CH3:12])=[CH:9][C:6]([CH2:7]O)=[C:5]([N+:13]([O-:15])=[O:14])[CH:4]=1.C(Br)(Br)(Br)Br.C1(P(C2C=CC=CC=2)C2C=CC=CC=2)C=CC=CC=1.COC1C(OC)=CC(CBr)=C([N+]([O-])=O)C=1.[I-:55].[Na+]>>[CH3:1][O:2][C:3]1[C:10]([O:11][CH3:12])=[CH:9][C:6]([CH2:7][I:55])=[C:5]([N+:13]([O-:15])=[O:14])[CH:4]=1 |f:4.5|. Procedure details: The reaction of 4,5-dimethoxy-2-nitrobenzyl alcohol, carbon tetrabromide and triphenylphosphine is used to generate 4,5-dimethoxy-2-nitrobenzyl bromide, which is then treated with sodium iodide to give 4,5-dimethoxy-2-nitrobenzyl iodide (2).